Dataset: the Open Reaction Database (ORD), a public repository of structured organic reaction records. Task: describe an organic reaction: reactants, conditions, products, and yield Starting materials: CC=1C=C(C=CC1C)O (3,4-dimethyl-phenol), C([O-])([O-])=O.[K+].[K+] (potassium carbonate), BrCC(=O)OC (methyl bromoacetate). Run in CC(CC)=O (butanone). Yields the product COC(COC1=CC(=C(C=C1)C)C)=O ((3,4-dimethyl-phenoxy)-acetic acid methyl ester). RXN SMILES: [CH3:1][C:2]1[CH:3]=[C:4]([OH:9])[CH:5]=[CH:6][C:7]=1[CH3:8].C(=O)([O-])[O-].[K+].[K+].Br[CH2:17][C:18]([O:20][CH3:21])=[O:19]>CC(=O)CC>[CH3:21][O:20][C:18](=[O:19])[CH2:17][O:9][C:4]1[CH:5]=[CH:6][C:7]([CH3:8])=[C:2]([CH3:1])[CH:3]=1 |f:1.2.3|. Procedure: A mixture of 3,4-dimethyl-phenol (5.000 g; 40.928 mmol), potassium carbonate (7.070 g; 51.160 mmol), and methyl bromoacetate (4.70 ml; 51.160 mmol) in butanone (280 ml) was heated at reflux for 4 h. Filtration, concentration to dryness under reduced pressure, and purification by FC (heptane/EA, 4/1) afforded (3,4-dimethyl-phenoxy)-acetic acid methyl ester as a pale yellow oil (7.400 g; 93%). LC-MS: tR=0.92 min.; [M+H]+: no ionisation.